From a dataset of the Open Reaction Database (ORD), a public repository of structured organic reaction records. describe an organic reaction: reactants, conditions, products, and yield Reactants: N(=[N+]=[N-])CC1=CC=C(C=C1)S(=O)(=O)NC (4-azidomethyl-N-methyl-benzenesulfonamide), C1=CC=CCC1 (cyclohexadiene). The reagents and catalysts are [OH-].[Pd+2].[OH-] (palladium hydroxide). The solvent is CO (MeOH). Reaction conditions: temperature 65 celsius. Product: NCC1=CC=C(C=C1)S(=O)(=O)NC (4-aminomethyl-N-methyl-benzenesulfonamide). As a reaction SMILES: [N:1]([CH2:4][C:5]1[CH:10]=[CH:9][C:8]([S:11]([NH:14][CH3:15])(=[O:13])=[O:12])=[CH:7][CH:6]=1)=[N+]=[N-].C1CCC=CC=1>CO.[OH-].[Pd+2].[OH-]>[NH2:1][CH2:4][C:5]1[CH:6]=[CH:7][C:8]([S:11]([NH:14][CH3:15])(=[O:13])=[O:12])=[CH:9][CH:10]=1 |f:3.4.5|. Reported procedure: A mixture of 4-azidomethyl-N-methyl-benzenesulfonamide (2.20 g, 10.0 mmol), cyclohexadiene (8.90 mL, 90.0 mmol) and palladium hydroxide (20% on carbon, 1.4 g, 2.0 mmol) in MeOH (20 mL) was warmed at 65° C. for 2 hours. The solution was cooled to room temperature and filtered through diatomaceous earth. The solvent was removed in vacuo to afford 4-aminomethyl-N-methyl-benzenesulfonamide Reactants: C[Si](CCOCN1N=C(C=C1)N)(C)C (1-[[2-(trimethylsilyl)ethoxy]methyl]-1H-pyrazol-3-amine), CC(CCC(C)=O)=O (hexane-2,5-dione). Reagents/catalysts: CC1=CC=C(C=C1)S(=O)(=O)O (4-methylbenzene-1-sulfonic acid). The solvent is C1(=CC=CC=C1)C (toluene). Product: CC=1N(C(=CC1)C)C1=NN(C=C1)COCC[Si](C)(C)C (3-(2,5-dimethyl-1H-pyrrol-1-yl)-1-[[2-(trimethylsilyl)ethoxy]methyl]-1H-pyrazole). Isolated yield 87.8%. RXN SMILES: [CH3:1][Si:2]([CH3:14])([CH3:13])[CH2:3][CH2:4][O:5][CH2:6][N:7]1[CH:11]=[CH:10][C:9]([NH2:12])=[N:8]1.[CH3:15][C:16](=O)[CH2:17][CH2:18][C:19](=O)[CH3:20]>CC1C=CC(S(O)(=O)=O)=CC=1.C1(C)C=CC=CC=1>[CH3:20][C:19]1[N:12]([C:9]2[CH:10]=[CH:11][N:7]([CH2:6][O:5][CH2:4][CH2:3][Si:2]([CH3:14])([CH3:13])[CH3:1])[N:8]=2)[C:16]([CH3:15])=[CH:17][CH:18]=1. Procedure: Into a 2 L round-bottom flask under nitrogen was placed 1-[[2-(trimethylsilyl)ethoxy]methyl]-1H-pyrazol-3-amine (110 g, 515.58 mmol, 1.00 equiv.), toluene (1.2 L), hexane-2,5-dione (60.0 g, 525.66 mmol, 1.00 equiv.), and 4-methylbenzene-1-sulfonic acid (1.0 g, 5.81 mmol, 0.10 equiv.). The resulting solution was heated to reflux for 2 h, cooled and concentrated under vacuum. The residue was purified by SiO2 chromatography eluting with EtOAc/petroleum ether (1:50) to afford 3-(2,5-dimethyl-1H-pyrr... Starting materials: BrCCOC1=CC=C(C=O)C=C1 (4-(2-bromoethoxy)benzaldehyde), C1(NN=CC2=CC=CC=C12)=O (1(2H)-phthalazinone), C([O-])([O-])=O.[K+].[K+] (potassium carbonate), CN(C=O)C (N,N-dimethylformamide). Run in O (water). Reaction conditions: temperature 80 celsius, time 5 hour. Yields the product O=C1N(N=CC2=CC=CC=C12)CCOC1=CC=C(C=O)C=C1 (4-[2-[1-oxo-2(1H)-phthalazinyl]ethoxy]benzaldehyde). Yield: 83.9%. As a reaction SMILES: Br[CH2:2][CH2:3][O:4][C:5]1[CH:12]=[CH:11][C:8]([CH:9]=[O:10])=[CH:7][CH:6]=1.[C:13]1(=[O:23])[C:22]2[C:17](=[CH:18][CH:19]=[CH:20][CH:21]=2)[CH:16]=[N:15][NH:14]1.C(=O)([O-])[O-].[K+].[K+].CN(C)C=O>O>[O:23]=[C:13]1[C:22]2[C:17](=[CH:18][CH:19]=[CH:20][CH:21]=2)[CH:16]=[N:15][N:14]1[CH2:2][CH2:3][O:4][C:5]1[CH:12]=[CH:11][C:8]([CH:9]=[O:10])=[CH:7][CH:6]=1 |f:2.3.4|. Reported procedure: A mixture of 4-(2-bromoethoxy)benzaldehyde (4.97 g), 1(2H)-phthalazinone (3.27 g), potassium carbonate (6.20 g) and N,N-dimethylformamide (50 ml) was stirred at 80° C. for 5 hours. After cooling, the reaction mixture was poured into water, which was extracted with ethyl acetate. The ethyl acetate layer was washed with saturated aqueous sodium chloride solution, dried (MgSO4) and concentrated to obtain 4-[2-[1-oxo-2(1H)-phthalazinyl]ethoxy]benzaldehyde (5.36 g, yield 84%) as colorless crystals. T... The reactants are [H-].[Na+] (sodium hydride), C(CCC)[Li] (butyllithium), B(OC(C)C)(OC(C)C)OC(C)C (triisopropyl borate), BrC=1C=C(C=CC1)O (3-bromophenol), COCCl (methoxymethyl chloride), Cl (hydrochloric acid). Run in C1CCOC1 (THF), CN(C)C=O (DMF). Conditions: temperature -78 celsius, time 1 hour. Yields the product COCOC=1C=C(C=CC1)B(O)O (3-Methoxymethoxyphenylboronic acid). RXN SMILES: Br[C:2]1[CH:3]=[C:4]([OH:8])[CH:5]=[CH:6][CH:7]=1.[H-].[Na+].[CH3:11][O:12][CH2:13]Cl.C([Li])CCC.[B:20](OC(C)C)([O:25]C(C)C)[O:21]C(C)C.Cl>CN(C=O)C.C1COCC1>[CH3:11][O:12][CH2:13][O:8][C:4]1[CH:3]=[C:2]([B:20]([OH:25])[OH:21])[CH:7]=[CH:6][CH:5]=1 |f:1.2|. Procedure details: 10 g (57.8 mmol) of 3-bromophenol are dissolved in 150 mL of anhydrous DMF. 2.55 g (63.6 mmol) of 60% sodium hydride are then added and the reaction medium is stirred for 1 hour. 4.83 mL (63.6 mmol) of methoxymethyl chloride are then added dropwise and the reaction mixture is stirred for 1 h. After treatment with saturated ammonium chloride solution, extraction with ethyl ether and evaporation of the solvents from the organic phase, the residue obtained is dissolved in 200 mL of anhydrous THF. T... Reactants: FC1=C(COC(CO)(CO)C)C=CC=C1 (2-(2-fluorobenzyloxy)-2-methyl-1,3-propanediol), C(CCCC)=O (valeraldehyde). Solvent: C1=CC=CC=C1 (benzene). Yields the product C(CCC)C1OCC(CO1)(C)OCC1=C(C=CC=C1)F (2-Butyl-5-(2-fluorobenzyloxy)-5-methyl-1,3-dioxane). As a reaction SMILES: [F:1][C:2]1[CH:15]=[CH:14][CH:13]=[CH:12][C:3]=1[CH2:4][O:5][C:6]([CH3:11])([CH2:9][OH:10])[CH2:7][OH:8].[CH:16](=O)[CH2:17][CH2:18][CH2:19][CH3:20]>C1C=CC=CC=1>[CH2:17]([CH:16]1[O:10][CH2:9][C:6]([O:5][CH2:4][C:3]2[CH:12]=[CH:13][CH:14]=[CH:15][C:2]=2[F:1])([CH3:11])[CH2:7][O:8]1)[CH2:18][CH2:19][CH3:20]. Reported procedure: Using the procedure of Example 51, 2-(2-fluorobenzyloxy)-2-methyl-1,3-propanediol and valeraldehyde were reacted, using benzene as solvent, to give, after separation by column chromatography, r-2-butyl-t-5-(2-fluorobenzyloxy)-5-methyl-1,3-dioxane, b.p. 105°/0.05 mm, nD25 1.4840; and r-2-butyl-c-5-(2-fluorobenzyloxy)-5-methyl-1,3-dioxane, b.p. 105°/0.025 mm, nD25 1.4865. The ir and nmr spectra were consistent with the assigned structures. The reactants are NC=1C=C(C(=O)OC)C=C(C1OC1=CC(=CC=C1)OC)OCCOC1OCCCC1 (methyl 3-amino-4-(3-methoxy-phenoxy)-5-[2-(tetrahydro-pyran-2-yloxy)-ethoxy]-benzoate), COC1=CC=C(C=C1)S(=O)(=O)Cl (4-methoxybenzenesulphonyl chloride). The product is COC1=CC=C(C=C1)S(=O)(=O)NC=1C=C(C(=O)OC)C=C(C1OC1=CC(=CC=C1)OC)OCCOC1OCCCC1 (methyl 3-(4-methoxy-benzenesulphonyl-amino)-4-(3-methoxy-phenoxy)-5-[2-(tetrahydro-pyran-2-yloxy)-ethoxy]-benzoate). As a reaction SMILES: [NH2:1][C:2]1[CH:3]=[C:4]([CH:9]=[C:10]([O:21][CH2:22][CH2:23][O:24][CH:25]2[CH2:30][CH2:29][CH2:28][CH2:27][O:26]2)[C:11]=1[O:12][C:13]1[CH:18]=[CH:17][CH:16]=[C:15]([O:19][CH3:20])[CH:14]=1)[C:5]([O:7][CH3:8])=[O:6].[CH3:31][O:32][C:33]1[CH:38]=[CH:37][C:36]([S:39](Cl)(=[O:41])=[O:40])=[CH:35][CH:34]=1>>[CH3:31][O:32][C:33]1[CH:34]=[CH:35][C:36]([S:39]([NH:1][C:2]2[CH:3]=[C:4]([CH:9]=[C:10]([O:21][CH2:22][CH2:23][O:24][CH:25]3[CH2:30][CH2:29][CH2:28][CH2:27][O:26]3)[C:11]=2[O:12][C:13]2[CH:18]=[CH:17][CH:16]=[C:15]([O:19][CH3:20])[CH:14]=2)[C:5]([O:7][CH3:8])=[O:6])(=[O:41])=[O:40])=[CH:37][CH:38]=1. Reported procedure: Analogously to Example 86, by condensing methyl 3-amino-4-(3-methoxy-phenoxy)-5-[2-(tetrahydro-pyran-2-yloxy)-ethoxy]-benzoate with 4-methoxybenzenesulphonyl chloride there was obtained methyl 3-(4-methoxy-benzenesulphonyl-amino)-4-(3-methoxy-phenoxy)-5-[2-(tetrahydro-pyran-2-yloxy)-ethoxy]-benzoate and therefrom by treatment with 5.5M HCl there was obtained methyl 3-(2-hydroxy-ethoxy)-5-(4-methoxy-benzenesulphonylamino)-4-(3-methoxy-phenoxy)-benzoate. The reactants are CC(C)(C)O, O=Cc1cccc(Cl)c1F, [Na+], [OH-], OO. Product: O=C(O)c1cccc(Cl)c1F. As a reaction SMILES: [CH3:15][C:16]([OH:17])([CH3:18])[CH3:19].[Cl:1][c:2]1[c:3]([F:10])[c:4]([CH:5]=[O:6])[cH:7][cH:8][cH:9]1.[Na+:12].[OH-:11].[OH:13][OH:14]>>[Cl:1][c:2]1[c:3]([F:10])[c:4]([C:5](=[O:6])[OH:11])[cH:7][cH:8][cH:9]1. The reactants are C1CNCCN1, C1=CC2=C(C=C1Br)OC(O2)(F)F. The reagents and catalysts are CC(C)(C)[O-].[K+], CC(C)(C)P(C(C)(C)C)C(C)(C)C, CC(C)(C)P(C(C)(C)C)C(C)(C)C.CC(C)(C)P(C(C)(C)C)C(C)(C)C.[Pd]. Run in C1COCCO1. Conditions: temperature 90 celsius. The product is C1CN(CCN1)C2=CC3=C(C=C2)OC(O3)(F)F. The yield is 50.7%. Procedure details: 13-May-09 10:32:07 +0100  5-bromo-2,2-difluorobenzo[d][1,3]dioxole (0.500 g, 2.11 mmol), piperazine (0.182 g, 2.11 mmol) and BIS(TRI-T-BUTYLPHOSPHINE)PALLADIUM(0) (0.054 g, 0.11 mmol) and potassium 2-methylpropan-2-olate (0.349 g, 2.95 mmol) were suspended in dioxane (10vol) (10 mL) and heated to 90°C for 1 hour. LC-MS shows no starting material 52% product and 41% dimer. The reaction mixture was combined with EN02263-54 filtered and the crude product was purified by flash silica chromatography,...